Dataset: the Open Reaction Database (ORD), a public repository of structured organic reaction records. Task: describe an organic reaction: reactants, conditions, products, and yield Starting materials: BrC1(C(C1)(CCO)Br)Br (1,1,2-tribromo-2-(2-hydroxyethyl)cyclopropane), N1=CC=CC=C1 (pyridine), O (water), C1(=CC=CC=C1)S(=O)(=O)Cl (benzene sulfonyl chloride). The solvent is C(Cl)Cl (methylene chloride). Reaction conditions: time 3 day. Product: BrC1(C(C1)(CCOS(=O)(=O)C1=CC=CC=C1)Br)Br (1,1,2-tribromo-2-(2-benzenesulfonyloxyethyl)cyclopropane). The yield is 72.1%. As a reaction SMILES: [Br:1][C:2]1([Br:9])[CH2:4][C:3]1([Br:8])[CH2:5][CH2:6][OH:7].N1C=CC=CC=1.[C:16]1([S:22](Cl)(=[O:24])=[O:23])[CH:21]=[CH:20][CH:19]=[CH:18][CH:17]=1.O>C(Cl)Cl>[Br:1][C:2]1([Br:9])[CH2:4][C:3]1([Br:8])[CH2:5][CH2:6][O:7][S:22]([C:16]1[CH:21]=[CH:20][CH:19]=[CH:18][CH:17]=1)(=[O:24])=[O:23]. Procedure details: While cooling a solution of 3.00 g (0.00929 mol) of 1,1,2-tribromo-2-(2-hydroxyethyl)cyclopropane in methylene chloride with 0.901 ml (0.0111 mol) pyridine to 0° C., 1.18 ml (0.00929 mol) of benzene sulfonyl chloride was added dropwise via pipet. Allowed to warm to room temperature. After 3 days, water was added. The resulting mixture was transferred to a separatory funnel and the phases were separated. The organic layer was dried over MgSO4 and filtered. The solvent was removed from the filtrat... Starting materials: C, CCO, [H][H], O=[N+]([O-])c1cnn2cnc3ccccc3c12, [Pd]. The product is Nc1cnn2cnc3ccccc3c12. As a reaction SMILES: [C:22].[CH3:19][CH2:20][OH:21].[H:17][H:18].[N+:1]([O-:2])(=[O:3])[c:4]1[cH:5][n:6][n:7]2[cH:8][n:9][c:10]3[cH:11][cH:12][cH:13][cH:14][c:15]3[c:16]12.[Pd:23]>>[NH2:1][c:4]1[cH:5][n:6][n:7]2[cH:8][n:9][c:10]3[cH:11][cH:12][cH:13][cH:14][c:15]3[c:16]12. Reactants: CN1C(=NC(=CC1=O)N1CCOCC1)CC(=O)[O-].[Na+] (sodium [1-methyl-4-(morpholin-4-yl)-6-oxo-1,6-dihydropyrimidin-2-yl]acetate), NC1=CC=CC=C1 (aniline), Cl.CN(CCCN=C=NCC)C (N-[3-(dimethylamino)propyl]-N′-ethylcarbodiimide hydrochloride). Run in N1=CC=CC=C1 (pyridine), CN(C=O)C (N,N-dimethylformamide). Product: CN1C(=NC(=CC1=O)N1CCOCC1)CC(=O)NC1=CC=CC=C1 (2-[1-methyl-4-(morpholin-4-yl)-6-oxo-1,6-dihydropyrimidin-2-yl]-N-phenylacetamide). The yield is 39.8%. Reaction SMILES: [CH3:1][N:2]1[C:7](=[O:8])[CH:6]=[C:5]([N:9]2[CH2:14][CH2:13][O:12][CH2:11][CH2:10]2)[N:4]=[C:3]1[CH2:15][C:16]([O-:18])=O.[Na+].[NH2:20][C:21]1[CH:26]=[CH:25][CH:24]=[CH:23][CH:22]=1.Cl.CN(C)CCCN=C=NCC>N1C=CC=CC=1.CN(C)C=O>[CH3:1][N:2]1[C:7](=[O:8])[CH:6]=[C:5]([N:9]2[CH2:10][CH2:11][O:12][CH2:13][CH2:14]2)[N:4]=[C:3]1[CH2:15][C:16]([NH:20][C:21]1[CH:26]=[CH:25][CH:24]=[CH:23][CH:22]=1)=[O:18] |f:0.1,3.4|. Procedure details: The product is prepared according to the procedure described in example 5, using 200 mg of sodium [1-methyl-4-(morpholin-4-yl)-6-oxo-1,6-dihydropyrimidin-2-yl]acetate prepared in stage 1 of example 68, 134 mg of aniline, and 180 mg of N-[3-(dimethylamino)propyl]-N′-ethylcarbodiimide hydrochloride in a mixture of 0.12 ml of pyridine and 2.5 ml of N,N-dimethylformamide. 95 mg of 2-[1-methyl-4-(morpholin-4-yl)-6-oxo-1,6-dihydropyrimidin-2-yl]-N-phenylacetamide are obtained in the form of a purple s... Reactants: C1CCOC1, [H-], CI, [Na+], Cc1cc2c(C(F)(F)F)c(C#N)ccc2n1C(C)CO. The product is COCC(C)n1c(C)cc2c(C(F)(F)F)c(C#N)ccc21. RXN SMILES: [CH2:25]1[O:26][CH2:27][CH2:28][CH2:29]1.[H-:21].[I:23][CH3:24].[Na+:22].[OH:1][CH2:2][CH:3]([CH3:4])[n:5]1[c:6]([CH3:20])[cH:7][c:8]2[c:9]([C:16]([F:17])([F:18])[F:19])[c:10]([C:14]#[N:15])[cH:11][cH:12][c:13]12>>[O:1]([CH2:2][CH:3]([CH3:4])[n:5]1[c:6]([CH3:20])[cH:7][c:8]2[c:9]([C:16]([F:17])([F:18])[F:19])[c:10]([C:14]#[N:15])[cH:11][cH:12][c:13]12)[CH3:24]. Starting materials: C(C)(C)(C)C1=CC(=C(C=N1)C=1N([C@]([C@](N1)(C)C1=CC=C(C=C1)Cl)(C)C1=CC=C(C=C1)Cl)C(=O)N1CCC(CC1)CC(=O)O)OCC ({1-[(4S,5R)-2-(6-tert-butyl-4-ethoxy-pyridin-3-yl)-4,5-bis-(4-chloro-phenyl)-4,5-dimethyl-4,5-dihydro-imidazole-1-carbonyl]-piperidin-4-yl}-acetic acid), C1(CCCCC1)N (cyclohexylamine). Yields the product C(C)(C)(C)C1=CC(=C(C=N1)C=1N([C@]([C@](N1)(C)C1=CC=C(C=C1)Cl)(C)C1=CC=C(C=C1)Cl)C(=O)N1CCC(CC1)CC(=O)NC1CCCCC1)OCC (2-{1-[(4S,5R)-2-(6-tert-Butyl-4-ethoxy-pyridin-3-yl)-4,5-bis-(4-chloro-phenyl)-4,5-dimethyl-4,5-dihydro-imidazole-1-carbonyl]-piperidin-4-yl}-N-cyclohexyl-acetamide). As a reaction SMILES: [C:1]([C:5]1[N:10]=[CH:9][C:8]([C:11]2[N:12]([C:32]([N:34]3[CH2:39][CH2:38][CH:37]([CH2:40][C:41]([OH:43])=O)[CH2:36][CH2:35]3)=[O:33])[C@@:13]([C:25]3[CH:30]=[CH:29][C:28]([Cl:31])=[CH:27][CH:26]=3)([CH3:24])[C@@:14]([C:17]3[CH:22]=[CH:21][C:20]([Cl:23])=[CH:19][CH:18]=3)([CH3:16])[N:15]=2)=[C:7]([O:44][CH2:45][CH3:46])[CH:6]=1)([CH3:4])([CH3:3])[CH3:2].[CH:47]1([NH2:53])[CH2:52][CH2:51][CH2:50][CH2:49][CH2:48]1>>[C:1]([C:5]1[N:10]=[CH:9][C:8]([C:11]2[N:12]([C:32]([N:34]3[CH2:39][CH2:38][CH:37]([CH2:40][C:41]([NH:53][CH:47]4[CH2:52][CH2:51][CH2:50][CH2:49][CH2:48]4)=[O:43])[CH2:36][CH2:35]3)=[O:33])[C@@:13]([C:25]3[CH:30]=[CH:29][C:28]([Cl:31])=[CH:27][CH:26]=3)([CH3:24])[C@@:14]([C:17]3[CH:22]=[CH:21][C:20]([Cl:23])=[CH:19][CH:18]=3)([CH3:16])[N:15]=2)=[C:7]([O:44][CH2:45][CH3:46])[CH:6]=1)([CH3:2])([CH3:3])[CH3:4]. Procedure: In a manner analogous to the method described in example 163, {1-[(4S,5R)-2-(6-tert-butyl-4-ethoxy-pyridin-3-yl)-4,5-bis-(4-chloro-phenyl)-4,5-dimethyl-4,5-dihydro-imidazole-1-carbonyl]-piperidin-4-yl}-acetic acid was reacted with cyclohexylamine (Aldrich) to give the title product. LC-MS (ES+) 746 [(M+H)+]. Reactants: CO, CN1C(=O)CCC2(C)c3ccc(Br)cc3CCC12, Cc1ccccc1, OB(O)c1ccc(F)c(Cl)c1, ClCCl, [Na+], [Na+], O=C([O-])[O-], [Pd], c1ccc(P(c2ccccc2)c2ccccc2)cc1, c1ccc(P(c2ccccc2)c2ccccc2)cc1, c1ccc(P(c2ccccc2)c2ccccc2)cc1, c1ccc(P(c2ccccc2)c2ccccc2)cc1. The product is CN1C(=O)CCC2(C)c3ccc(-c4ccc(F)c(Cl)c4)cc3CCC12. As a reaction SMILES: [CH3:123][OH:124].[CH3:1][N:2]1[C:3](=[O:18])[CH2:4][CH2:5][C:6]2([CH3:17])[c:7]3[c:8]([cH:12][c:13]([Br:16])[cH:14][cH:15]3)[CH2:9][CH2:10][CH:11]12.[CH3:36][c:37]1[cH:38][cH:39][cH:40][cH:41][cH:42]1.[Cl:19][c:20]1[cH:21][c:22]([B:27]([OH:28])[OH:29])[cH:23][cH:24][c:25]1[F:26].[Cl:43][CH2:44][Cl:45].[Na+:30].[Na+:31].[O-:32][C:33](=[O:34])[O-:35].[Pd:46].[c:104]1([P:105]([c:106]2[cH:107][cH:108][cH:109][cH:110][cH:111]2)[c:112]2[cH:113][cH:114][cH:115][cH:116][cH:117]2)[cH:118][cH:119][cH:120][cH:121][cH:122]1.[c:47]1([P:48]([c:49]2[cH:50][cH:51][cH:52][cH:53][cH:54]2)[c:55]2[cH:56][cH:57][cH:58][cH:59][cH:60]2)[cH:61][cH:62][cH:63][cH:64][cH:65]1.[c:66]1([P:67]([c:68]2[cH:69][cH:70][cH:71][cH:72][cH:73]2)[c:74]2[cH:75][cH:76][cH:77][cH:78][cH:79]2)[cH:80][cH:81][cH:82][cH:83][cH:84]1.[c:85]1([P:86]([c:87]2[cH:88][cH:89][cH:90][cH:91][cH:92]2)[c:93]2[cH:94][cH:95][cH:96][cH:97][cH:98]2)[cH:99][cH:100][cH:101][cH:102][cH:103]1>>[CH3:1][N:2]1[C:3](=[O:18])[CH2:4][CH2:5][C:6]2([CH3:17])[c:7]3[c:8]([cH:12][c:13](-[c:22]4[cH:21][c:20]([Cl:19])[c:25]([F:26])[cH:24][cH:23]4)[cH:14][cH:15]3)[CH2:9][CH2:10][CH:11]12. The reactants are Br.BrCC=1C=NC=CC1 (3-(bromomethyl)pyridine hydrobromide), SC1=CC=C(C(=O)OC)C=C1 (methyl 4-mercaptobenzoate). Product: N1=CC(=CC=C1)CSC1=CC=C(C(=O)OC)C=C1 (methyl 4-(pyridin-3-ylmethylthio)benzoate). As a reaction SMILES: Br.Br[CH2:3][C:4]1[CH:5]=[N:6][CH:7]=[CH:8][CH:9]=1.[SH:10][C:11]1[CH:20]=[CH:19][C:14]([C:15]([O:17][CH3:18])=[O:16])=[CH:13][CH:12]=1>>[N:6]1[CH:7]=[CH:8][CH:9]=[C:4]([CH2:3][S:10][C:11]2[CH:12]=[CH:13][C:14]([C:15]([O:17][CH3:18])=[O:16])=[CH:19][CH:20]=2)[CH:5]=1 |f:0.1|. Procedure: 1 g of 3-(bromomethyl)pyridine hydrobromide was reacted with methyl 4-mercaptobenzoate via Procedure Q to afford methyl 4-(pyridin-3-ylmethylthio)benzoate. 980 mg of methyl 4-(pyridin-3-ylmethylthio)benzoate was reacted via Procedure R to give methyl 4-(pyridin-3-ylmethylsulfonyl)benzoate. 760 mg of methyl 4-(pyridin-3-ylmethylsulfonyl)benzoate was hydrolyzed via Procedure M to give 4-(pyridin-3-ylmethylsulfonyl)benzoic acid. 60 mg of 4-chloro-3-(pyridin-2-yl)aniline was coupled to 4-(pyridin-3-... The reactants are BrC1=CC=C(C(=N1)OC)I (6-bromo-3-iodo-2-methoxypyridine), C(CCC)[Li] (n-butyllithium), O (water), CN(C=O)C (N,N-dimethylformamide). The product is BrC1=NC(=C(C=O)C=C1)OC (6-bromo-2-methoxynicotinaldehyde). Reported procedure: A solution of 6-bromo-3-iodo-2-methoxypyridine (1.0 g) in diethyl ether (38 mL) was cooled to −80° C. in a nitrogen atmosphere, and n-butyllithium (2.6 M, 0.735 mL) were added dropwise. After stirring at the same temperature for one hour, N,N-dimethylformamide (0.62 mL) was added dropwise. The mixture was stirred at the same temperature for one hour and water was added to the reaction system, followed by extraction with ethyl acetate. The organic layer was washed with brine, dried over anhydrous... The solvent is C(C)OCC (diethyl ether). RXN SMILES: [Br:1][C:2]1[N:7]=[C:6]([O:8][CH3:9])[C:5](I)=[CH:4][CH:3]=1.C([Li])CCC.CN(C)[CH:18]=[O:19].O>C(OCC)C>[Br:1][C:2]1[CH:3]=[CH:4][C:5]([CH:18]=[O:19])=[C:6]([O:8][CH3:9])[N:7]=1. Conditions: time 1 hour. The yield is 90.0%.